Dataset: the Open Reaction Database (ORD), a public repository of structured organic reaction records. Task: describe an organic reaction: reactants, conditions, products, and yield The product is C(C)(C)N(C)C=1C=C(C(C=N[C@H]2[C@@H](CCCC2)N=CC=2C(O)=CC(=CC2)N(C(C)C)C)=CC1)O ((R,R)N,N′-Bis[4-(N-isopropyl-N-methylamino)salicylidene]-1,2-cyclohexanediamine). Reactants: C(C)(C)N(C)C=1C=C(C(C=O)=CC1)O (4-(N-isopropyl-N-methylamino)salicylaldehyde), [C@@H]1([C@@H](CCCC1)N)N (trans-1,2-cyclohexanediamine). Procedure: Synthesis and working up are carried out as in Example 9, starting from 500 mg (2.59 mmol) of 4-(N-isopropyl-N-methylamino)salicylaldehyde and 141 mg (1.23 mmol) of trans-1,2-cyclohexanediamine. Yield: 504 mg (88%), yellow solid. Reaction SMILES: [CH:1]([N:4]([C:6]1[CH:7]=[C:8]([OH:14])[C:9](=[CH:12][CH:13]=1)[CH:10]=O)[CH3:5])([CH3:3])[CH3:2].[C@@H:15]1([NH2:22])[CH2:20][CH2:19][CH2:18][CH2:17][C@H:16]1[NH2:21]>>[CH:1]([N:4]([C:6]1[CH:7]=[C:8]([OH:14])[C:9](=[CH:12][CH:13]=1)[CH:10]=[N:21][C@@H:16]1[CH2:17][CH2:18][CH2:19][CH2:20][C@H:15]1[N:22]=[CH:10][C:9]1[C:8](=[CH:7][C:6]([N:4]([CH3:5])[CH:1]([CH3:2])[CH3:3])=[CH:13][CH:12]=1)[OH:14])[CH3:5])([CH3:3])[CH3:2]. The reactants are CN(C)C=O, FC1(F)Oc2ccc(C=Cc3nc(CCl)co3)cc2O1, [H-], [Na+], O, Oc1ccc(CCCCn2ccnn2)cc1. The product is FC1(F)Oc2ccc(C=Cc3nc(COc4ccc(CCCCn5ccnn5)cc4)co3)cc2O1. As a reaction SMILES: [CH:17]([N:18]([CH3:19])[CH3:20])=[O:21].[Cl:24][CH2:25][c:26]1[n:27][c:28]([CH:31]=[CH:32][c:33]2[cH:34][c:35]3[c:36]([cH:42][cH:43]2)[O:37][C:38]([F:40])([F:41])[O:39]3)[o:29][cH:30]1.[H-:23].[Na+:22].[OH2:44].[n:1]1([CH2:6][CH2:7][CH2:8][CH2:9][c:10]2[cH:11][cH:12][c:13]([OH:16])[cH:14][cH:15]2)[n:2][n:3][cH:4][cH:5]1>>[n:1]1([CH2:6][CH2:7][CH2:8][CH2:9][c:10]2[cH:11][cH:12][c:13]([O:16][CH2:25][c:26]3[n:27][c:28]([CH:31]=[CH:32][c:33]4[cH:34][c:35]5[c:36]([cH:42][cH:43]4)[O:37][C:38]([F:40])([F:41])[O:39]5)[o:29][cH:30]3)[cH:14][cH:15]2)[n:2][n:3][cH:4][cH:5]1. Reactants: C1CC(=O)N(C1=O)Cl (NCS), OC1=C(C=O)C=C(C=C1)O (2,5-dihydroxy-benzaldehyde), OS(=O)[O-].[Na+] (NaHSO3). Solvent: CC#N (MeCN). Conditions: time 8 hour. Yields the product ClC1=C(C=O)C(=CC=C1O)O (2-chloro-3,6-dihydroxy-benzaldehyde). Isolated yield 20.5%. Reaction SMILES: [OH:1][C:2]1[CH:9]=[CH:8][C:7]([OH:10])=[CH:6][C:3]=1[CH:4]=[O:5].C1C(=O)N([Cl:18])C(=O)C1.OS([O-])=O.[Na+]>CC#N>[Cl:18][C:6]1[C:7]([OH:10])=[CH:8][CH:9]=[C:2]([OH:1])[C:3]=1[CH:4]=[O:5] |f:2.3|. Procedure: 2,5-dihydroxy-benzaldehyde (100 g, 0.725 mol) was dissolved in MeCN (1L). To the solution was added NCS(N-chlorosuccinimide, 106 g, 1.1 eq) in batches under N2 protection. After addition completed, the mixture was stirred at room temperature overnight. TLC monitored the reaction. After the reaction completed, NaHSO3(38%, 500 mL) was added to the mixture, then extracted with ethyl acetate (3×600 mL) The organic layer was washed with water (2×600 mL) and brine (600 mL), dried over anhydrous MgSO4,... The reactants are COCC=1SC(=C(N1)CCC)CC1=CC=C(C=C1)[N+](=O)[O-] (2-methoxymethyl-4-propyl-5-(4-nitrobenzyl)thiazole), O (water). Reagents/catalysts: [Ni] (Raney nickel). The solvent is CO (methanol). Yields the product COCC=1SC(=C(N1)CCC)CC1=CC=C(C=C1)N (2-methoxymethyl-4-propyl-5-(4-aminobenzyl)thiazole). As a reaction SMILES: [CH3:1][O:2][CH2:3][C:4]1[S:5][C:6]([CH2:12][C:13]2[CH:18]=[CH:17][C:16]([N+:19]([O-])=O)=[CH:15][CH:14]=2)=[C:7]([CH2:9][CH2:10][CH3:11])[N:8]=1.O>CO.[Ni]>[CH3:1][O:2][CH2:3][C:4]1[S:5][C:6]([CH2:12][C:13]2[CH:14]=[CH:15][C:16]([NH2:19])=[CH:17][CH:18]=2)=[C:7]([CH2:9][CH2:10][CH3:11])[N:8]=1. Procedure details: 0.9 of 2-methoxymethyl-4-propyl-5-(4-nitrobenzyl)thiazole in 50 ml of methanol is hydrogenated at normal pressure and room temperature in the presence of Raney nickel. After filtration of the catalyst and concentration of the filtrate, the brown oil obtained is taken up with acidified water. The aqueous phase is extracted with ether, rendered basic with dilute sodium hydroxide and extracted with ethyl acetate. The organic phase is dried and concentrated to give 0.5 g of 2-methoxymethyl-4-propyl-... Procedure: (1H-Indazole-3-yl)-(3-methoxyphenyl) methanone (0.406 g, 1.6 mmol) was dissolved in DMF (5 mL) at room temperature. Sodium hydride 95% (0.045 g, 1.9 mmol) was added. When the evolution of hydrogen had stopped, bromo-2-methylpropene (0.324 mL, 3.2 mmol) was added. After the reaction stirred for several minutes, lithium chloride (3.41 g, 80.4 mmol) was added directly to the reaction mixture. The temperature was elevated to 160° C., and stirred for several days. The reaction was monitored my thin l... The reactants are BrC=C(C)C (bromo-2-methylpropene), N1N=C(C2=CC=CC=C12)C(=O)C1=CC(=CC=C1)OC ((1H-Indazole-3-yl)-(3-methoxyphenyl) methanone), [H-].[Na+] (Sodium hydride), [H][H] (hydrogen), [Cl-].[Li+] (lithium chloride). The solvent is O (water), C(C)(=O)OCC (ethyl acetate), CN(C)C=O (DMF). Reaction SMILES: [NH:1]1[C:9]2[C:4](=[CH:5][CH:6]=[CH:7][CH:8]=2)[C:3]([C:10]([C:12]2[CH:17]=[CH:16][CH:15]=[C:14]([O:18]C)[CH:13]=2)=[O:11])=[N:2]1.[H-].[Na+].[H][H].Br[CH:25]=[C:26]([CH3:28])[CH3:27].[Cl-].[Li+]>CN(C=O)C.O.C(OCC)(=O)C>[OH:18][C:14]1[CH:13]=[C:12]([C:10]([C:3]2[C:4]3[C:9](=[CH:8][CH:7]=[CH:6][CH:5]=3)[N:1]([CH2:27][C:26]([CH3:28])=[CH2:25])[N:2]=2)=[O:11])[CH:17]=[CH:16][CH:15]=1 |f:1.2,5.6|. Yield: 34.2%. Product: OC=1C=C(C=CC1)C(=O)C1=NN(C2=CC=CC=C12)CC(=C)C ((3-hydroxyphenyl)[1-(2-methylprop-2-enyl)-1H-indazol-3-yl]methanone).